This data is from the Open Reaction Database (ORD), a public repository of structured organic reaction records. The task is: describe an organic reaction: reactants, conditions, products, and yield Reactants: N1=CC=C(C=C1)C(C#N)C=1C=NC(=CC1)C(F)(F)F (2-(pyridin-4-yl)-2-(6-(trifluoromethyl)pyridin-3-yl)acetonitrile), N.O (NH3.H2O). The reagents and catalysts are [Ni] (Ni). Run in CO (MeOH). The product is N1=CC=C(C=C1)C(CN)C=1C=NC(=CC1)C(F)(F)F (2-(pyridin-4-yl)-2-(6-(trifluoromethyl)pyridin-3-yl)ethanamine). The yield is 82.5%. Reaction SMILES: [N:1]1[CH:6]=[CH:5][C:4]([CH:7]([C:10]2[CH:11]=[N:12][C:13]([C:16]([F:19])([F:18])[F:17])=[CH:14][CH:15]=2)[C:8]#[N:9])=[CH:3][CH:2]=1.N.O>CO.[Ni]>[N:1]1[CH:2]=[CH:3][C:4]([CH:7]([C:10]2[CH:11]=[N:12][C:13]([C:16]([F:19])([F:17])[F:18])=[CH:14][CH:15]=2)[CH2:8][NH2:9])=[CH:5][CH:6]=1 |f:1.2|. Reported procedure: A mixture of 2-(pyridin-4-yl)-2-(6-(trifluoromethyl)pyridin-3-yl)acetonitrile (360 mg, 1.36 mmol) and NH3.H2O (2 mL) in MeOH (30 mL) was hydrogenated with Raney Ni (700 mg) under H2 (50 Psi) for 5 h. The reaction mixture was filtered and concentrated to give 2-(pyridin-4-yl)-2-(6-(trifluoromethyl)pyridin-3-yl)ethanamine (300 mg), which was used in the next step without further purification. Reactants: ClCCl, O=C1CCC(=O)N1Br, Cc1cc(C)c(Sc2nc(Nc3ccc(C#N)cc3)nc3cc[nH]c23)c(C)c1. Product: Cc1cc(C)c(Sc2nc(Nc3ccc(C#N)cc3)nc3c(Br)c[nH]c23)c(C)c1. As a reaction SMILES: [Cl:37][CH2:38][Cl:39].[O:29]=[C:30]1[N:31]([Br:36])[C:32](=[O:33])[CH2:34][CH2:35]1.[c:1]1([CH3:28])[c:2]([S:9][c:10]2[c:11]3[c:12]([n:13][c:14]([NH:16][c:17]4[cH:18][cH:19][c:20]([C:21]#[N:22])[cH:23][cH:24]4)[n:15]2)[cH:25][cH:26][nH:27]3)[c:3]([CH3:8])[cH:4][c:5]([CH3:7])[cH:6]1>>[c:1]1([CH3:28])[c:2]([S:9][c:10]2[c:11]3[c:12]([n:13][c:14]([NH:16][c:17]4[cH:18][cH:19][c:20]([C:21]#[N:22])[cH:23][cH:24]4)[n:15]2)[c:25]([Br:36])[cH:26][nH:27]3)[c:3]([CH3:8])[cH:4][c:5]([CH3:7])[cH:6]1.